Dataset: the Open Reaction Database (ORD), a public repository of structured organic reaction records. Task: describe an organic reaction: reactants, conditions, products, and yield The reactants are Cl.CN1N=CC(=C1)N (1-methylpyrazol-4-amine hydrochloride), CCN(C(C)C)C(C)C (DIPEA), ClC1=NC=C(C(=N1)NC1COC2C1OCC2OCCO)Cl (2-((6-((2,5-dichloropyrimidin-4-yl)amino)hexahydrofuro[3,2-b]furan-3-yl)oxy)ethanol). Solvent: CCCCO (n-BuOH). Reaction conditions: temperature 150 celsius, time 8 hour. Product: ClC=1C(=NC(=NC1)NC=1C=NN(C1)C)NC1COC2C1OCC2OCCO (2-((6-((5-chloro-2-((l-methyl-1H-pyrazol-4-yl)amino)pyrimidin-4-yl)amino) hexahydrofuro[3,2-b]furan-3-yl)oxy)ethanol). Yield: 19.6%. As a reaction SMILES: Cl[C:2]1[N:7]=[C:6]([NH:8][CH:9]2[CH:13]3[O:14][CH2:15][CH:16]([O:17][CH2:18][CH2:19][OH:20])[CH:12]3[O:11][CH2:10]2)[C:5]([Cl:21])=[CH:4][N:3]=1.Cl.[CH3:23][N:24]1[CH:28]=[C:27]([NH2:29])[CH:26]=[N:25]1.CCN(C(C)C)C(C)C>CCCCO>[Cl:21][C:5]1[C:6]([NH:8][CH:9]2[CH:13]3[O:14][CH2:15][CH:16]([O:17][CH2:18][CH2:19][OH:20])[CH:12]3[O:11][CH2:10]2)=[N:7][C:2]([NH:29][C:27]2[CH:26]=[N:25][N:24]([CH3:23])[CH:28]=2)=[N:3][CH:4]=1 |f:1.2|. Procedure: To a suspension of 2-((6-((2,5-dichloropyrimidin-4-yl)amino)hexahydrofuro[3,2-b]furan-3-yl)oxy)ethanol (0.18 g, 0.54 mmol) in n-BuOH (5 mL) were added 1-methylpyrazol-4-amine hydrochloride (0.15 g, 1.10 mmol) and DIPEA (0.28 g, 2.18 mmol). The mixture was stirred in a sealed tube at 150° C. overnight and then concentrated in vacuo. The residue was purified by a silica chromatography (DCM/MeOH (v/v)=20/1) to give the title compound as brown sticky liquid (42 mg, 20%). Starting materials: ClC1=CC=C(C=C1)C#CC(CC1=CC=CC=C1)(O)C (4-(4-chlorophenyl)-2-methyl-1-phenylbut-3-yn-2-ol), C([O-])(O)=O.[Na+] (sodium bicarbonate), II (iodine). Solvent: C(C)OCC (diethyl ether), C(C)#N (acetonitrile). Reaction conditions: time 1.5 hour. Product: ClC1=CC=C(C=C1)C1=C(C(=CC2=CC=CC=C12)C)I (1-(4-chlorophenyl)-2-iodo-3-methylnaphthalene). Yield: 75.8%. RXN SMILES: [Cl:1][C:2]1[CH:7]=[CH:6][C:5]([C:8]#[C:9][C:10]([CH3:19])(O)[CH2:11][C:12]2[CH:17]=[CH:16][CH:15]=[CH:14][CH:13]=2)=[CH:4][CH:3]=1.C(=O)(O)[O-].[Na+].[I:25]I>C(#N)C.C(OCC)C>[Cl:1][C:2]1[CH:7]=[CH:6][C:5]([C:8]2[C:17]3[C:12](=[CH:13][CH:14]=[CH:15][CH:16]=3)[CH:11]=[C:10]([CH3:19])[C:9]=2[I:25])=[CH:4][CH:3]=1 |f:1.2|. Procedure details: To a solution of 4-(4-chlorophenyl)-2-methyl-1-phenylbut-3-yn-2-ol (3D) (1.77 g, 6.53 mmol) in acetonitrile (50 mL) was added sodium bicarbonate (1.097 g, 13.06 mmol), followed by iodine (4.974 g, 19.60 mmol). The reaction mixture was stirred for 1.5 h, then diluted with diethyl ether. The organic layer was washed with 1 M sodium thiosulfate solution (50 mL). The aqueous layer was back-extracted with diethyl ether and the combined organic layer was dried (MgSO4), filtered, concentrated, adsorbed... Starting materials: BrC1=C(COCC)C=C(C(=C1)F)[N+](=O)[O-] (ethyl 2-bromo-4-fluoro-5-nitrobenzyl ether). The reagents and catalysts are [Fe] (iron). Solvent: C(C)(=O)O (acetic acid), C(C)(=O)O (acetic acid). Conditions: temperature 80 celsius. The product is BrC1=C(COCC)C=C(C(=C1)F)N (ethyl 2-bromo-4-fluoro-5-aminobenzyl ether). Yield: 86.9%. RXN SMILES: [Br:1][C:2]1[CH:11]=[C:10]([F:12])[C:9]([N+:13]([O-])=O)=[CH:8][C:3]=1[CH2:4][O:5][CH2:6][CH3:7]>C(O)(=O)C.[Fe]>[Br:1][C:2]1[CH:11]=[C:10]([F:12])[C:9]([NH2:13])=[CH:8][C:3]=1[CH2:4][O:5][CH2:6][CH3:7]. Procedure: To a flask containing 50 ml of glacial acetic acid heated to 80° C. was added 4 g (0.07 mole) of iron powder. This was followed by the dropwise addition of a solution of 2 g (0.007 mole) of ethyl 2-bromo-4-fluoro-5-nitrobenzyl ether in 60 ml of acetic acid while maintaining the temperature between 80° C. and 85° C. After 30 minutes the reaction mixture was cooled to room temperature and was filtered. The solvent was evaporated under reduced pressure, and the residue was dissolved in 250 ml of di... The reactants are ClC1=NC2=CC(=C(C=C2C(=N1)NC1CCN(CC1)CC1=C(C=CC=C1OCCN(C)C)N(C)C)OC)OC (2-Chloro-N-(1-(2-(dimethylamino)-6-(2-(dimethylamino)ethoxy)benzyl)piperidin-4-yl)-6,7-dimethoxyquinazolin-4-amine), NCC1CN(C1)C(=O)OC(C)(C)C (tert-butyl 3-(aminomethyl)azetidine-1-carboxylate), C(N)([O-])=O (carbamate), C(N)([O-])=O (carbamate), C(F)(F)(F)C(=O)O (CF3CO2H). Product: N1CC(C1)CNC1=NC2=CC(=C(C=C2C(=N1)NC1CCN(CC1)CC1=C(C=CC=C1OCCN(C)C)N(C)C)OC)OC (N2-(Azetidin-3-ylmethyl)-N4-(1-(2-(dimethylamino)-6-(2-(dimethylamino)ethoxy)benzyl)piperidin-4-yl)-6,7-dimethoxyquinazoline-2,4-diamine). As a reaction SMILES: Cl[C:2]1[N:11]=[C:10]([NH:12][CH:13]2[CH2:18][CH2:17][N:16]([CH2:19][C:20]3[C:25]([O:26][CH2:27][CH2:28][N:29]([CH3:31])[CH3:30])=[CH:24][CH:23]=[CH:22][C:21]=3[N:32]([CH3:34])[CH3:33])[CH2:15][CH2:14]2)[C:9]2[C:4](=[CH:5][C:6]([O:37][CH3:38])=[C:7]([O:35][CH3:36])[CH:8]=2)[N:3]=1.[NH2:39][CH2:40][CH:41]1[CH2:44][N:43](C(OC(C)(C)C)=O)[CH2:42]1.C(=O)([O-])N.C(C(O)=O)(F)(F)F>>[NH:43]1[CH2:44][CH:41]([CH2:40][NH:39][C:2]2[N:11]=[C:10]([NH:12][CH:13]3[CH2:18][CH2:17][N:16]([CH2:19][C:20]4[C:25]([O:26][CH2:27][CH2:28][N:29]([CH3:30])[CH3:31])=[CH:24][CH:23]=[CH:22][C:21]=4[N:32]([CH3:33])[CH3:34])[CH2:15][CH2:14]3)[C:9]3[C:4](=[CH:5][C:6]([O:37][CH3:38])=[C:7]([O:35][CH3:36])[CH:8]=3)[N:3]=2)[CH2:42]1. Reported procedure: Following General Procedure D, Compound 75 (100 mg, 0.18 mmol) and tert-butyl 3-(aminomethyl)azetidine-1-carboxylate (62 mg, 0.31 mmol) were converted into the carbamate product. The crude carbamate product was treated with CF3CO2H and purified using neutral alumina prep TLC, eluting with 5% NH3-MeOH and 95% CH2Cl2 to isolate the title compound. The reactants are c1(cn(nn1)C)C, c1(cc(Br)c2c(c1Cl)C(NCC2)=O)I. The reagents and catalysts are c1ccc(cc1)-c2c3ccccc3cc4ccccc24 (9-Phenylanthracene), C(=O)([O-])[O-].[Ag+].[Ag+]Â Â  (Ag2CO3), P([C@]12C[C@@H]3C[C@H](C2)C[C@@H](C1)C3)([C@]12C[C@@H]3C[C@@H](C2)C[C@@H](C1)C3)CCCC (Pd(OAc)2/cataCXium A), C(O[Pd]OC(C)=O)(C)=O (Pd(OAc)2). The solvent is CCC(C)(C)O (t-AmOH). Conditions: temperature 110 celsius, time 18 hour. The product is Cc1nnn(C)c1c2cc(Br)c3CCNC(=O)c3c2Cl. Reaction SMILES: [CH3:1][c:2]1[n:7][n:6][n:4]([CH3:5])[cH:3]1.[Cl:8][c:9]1[c:20]([c:14]2[c:12]([Br:13])[cH:11][c:10]1I)[C:18](=[O:19])[NH:17][CH2:16][CH2:15]2>>[CH3:1][c:2]1[c:3]([c:10]2[c:9]([Cl:8])[c:20]([c:14]3[c:12]([Br:13])[cH:11]2)[C:18](=[O:19])[NH:17][CH2:16][CH2:15]3)[n:4]([CH3:5])[n:6][n:7]1. Starting materials: ClN1C(CCC1=O)=O (N-chlorosuccinimide), C(C)(=O)O (acetic acid), C(C)NC([O-])=O.COC=1C=CC=2C(C3C(CNC3)C2C1)C (N-ethylcarbamate 5-methoxy-8-methyl-1,2,3,3a,8,8a-hexahydroindeno[1,2-c]pyrrole). Solvent: ClCCCl (DCE), C(Cl)Cl (CH2Cl2). Conditions: temperature 60 celsius, time 3 hour. Product: C(C)NC([O-])=O.ClC1=C(C=CC=2C(C3C(CNC3)C12)C)OC (N-Ethylcarbamate 4-chloro-5-methoxy-8-methyl-1,2,3,3a,8,8a-hexahydroindeno[1,2-c]pyrrole). The yield is 5.3%. As a reaction SMILES: [Cl:1]N1C(=O)CCC1=O.C(O)(=O)C.[CH2:13]([NH:15][C:16](=[O:18])[O-:17])[CH3:14].[CH3:19][O:20][C:21]1[CH:22]=[CH:23][C:24]2[CH:25]([CH3:33])[CH:26]3[CH2:30][NH:29][CH2:28][CH:27]3[C:31]=2[CH:32]=1>ClCCCl.C(Cl)Cl>[CH2:13]([NH:15][C:16](=[O:17])[O-:18])[CH3:14].[Cl:1][C:32]1[C:31]2[CH:27]3[CH2:28][NH:29][CH2:30][CH:26]3[CH:25]([CH3:33])[C:24]=2[CH:23]=[CH:22][C:21]=1[O:20][CH3:19] |f:2.3,6.7|. Procedure details: N-chlorosuccinimide (0.39 g, 2.9 mmol) and acetic acid (3 mL) were added to a solution of N-ethylcarbamate-5-methoxy-8-methyl-1,2,3,3a,8,8a-hexahydroindeno[1,2-c]pyrrole (from Example 2, Step A) (0.80 g, 2.9 mmol) in DCE (3 mL). The resulting solution was stirred for 3 hours at 60° C. The reaction mixture was cooled to room temperature, diluted with CH2Cl2 (50 mL), and washed with H2O (50 mL). The organic extract was dried over MgSO4 and concentrated. The crude product was purified by column chr... Reactants: COC(=O)C=1N(C2=CC(=CC=C2C1)CBr)C(C)=O (1-acetyl-6-bromomethylindole-2-carboxylic acid methyl ester), C[Si](N1C=NC=C1)(C)C (1-trimethylsilylimidazole). The solvent is N (ammonia), C(C)O (ethanol), C1(=CC=CC=C1)C (toluene), C1(=CC=CC=C1)C (toluene). Conditions: time 2 hour. Product: COC(=O)C=1NC2=CC(=CC=C2C1)CC=1NC=CN1 (6-(1-imidazolylmethyl)indole-2-carboxylic acid methyl ester). Yield: 58.4%. RXN SMILES: [CH3:1][O:2][C:3]([C:5]1[N:6](C(=O)C)[C:7]2[C:12]([CH:13]=1)=[CH:11][CH:10]=[C:9]([CH2:14]Br)[CH:8]=2)=[O:4].C[Si](C)(C)[N:21]1[CH:25]=[CH:24][N:23]=[CH:22]1>C1(C)C=CC=CC=1.N.C(O)C>[CH3:1][O:2][C:3]([C:5]1[NH:6][C:7]2[C:12]([CH:13]=1)=[CH:11][CH:10]=[C:9]([CH2:14][C:22]1[NH:21][CH:25]=[CH:24][N:23]=1)[CH:8]=2)=[O:4]. Procedure details: A solution of 1-acetyl-6-bromomethylindole-2-carboxylic acid methyl ester (3.1 g.) in toluene (25 ml.) was added dropwise with stirring to a solution of 1-trimethylsilylimidazole (5.60 g.) in toluene (25 ml.) at 80° C. The mixture was stirred at 80° for 2 hours and then evaporated. Water was added and the mixture was extracted several times with ethyl acetate. The combined extracts were washed with water, dried (Na2SO4) and evaporated to give an oil which was dissolved in a concentrated solution...